Dataset: the Open Reaction Database (ORD), a public repository of structured organic reaction records. Task: describe an organic reaction: reactants, conditions, products, and yield Starting materials: CC1=CC=C(S1)C(=S)[O-] (5-methylthiothiophene-2-carboxylate), NC(C=1C=C(SC1C)C(=S)OC)=S (methyl 4-(aminothioxomethyl)-5-methylthiothiophene-2-carboxylate), BrCC(=O)C1=C(C=CC=C1)OC (2-Bromo-2′-methoxy acetophenone). Run in reagent, CC(=O)C (acetone). Yields the product COC1=C(C=CC=C1)C=1N=C(SC1)C=1C=C(SC1C)C(=S)OC (methyl 4-[4-(2-methoxyphenyl)(1,3-thiazol-2-yl)]-5-methylthiothiophene-2-carboxylate). Isolated yield 104.4%. RXN SMILES: CC1SC(C([O-])=S)=CC=1.[NH2:10][C:11](=[S:22])[C:12]1[CH:13]=[C:14]([C:18]([O:20][CH3:21])=[S:19])[S:15][C:16]=1[CH3:17].Br[CH2:24][C:25]([C:27]1[CH:32]=[CH:31][CH:30]=[CH:29][C:28]=1[O:33][CH3:34])=O>CC(C)=O>[CH3:34][O:33][C:28]1[CH:29]=[CH:30][CH:31]=[CH:32][C:27]=1[C:25]1[N:10]=[C:11]([C:12]2[CH:13]=[C:14]([C:18]([O:20][CH3:21])=[S:19])[S:15][C:16]=2[CH3:17])[S:22][CH:24]=1. Reported procedure: Methyl 4-4-(2-methoxyphenyl)(1,3-thiazol-2-yl)]-5-methylthiothiophene-2-carboxylate: 105 mg (0.424 mmol) of methyl 4-(aminothioxomethyl)-5-methylthiothiophene-2-carboxylate (Maybridge Chemical Co. LTD., Cornwall, U.K.) was dissolved in 5 mL of reagent grade acetone. 2-Bromo-2′-methoxy acetophenone (0.467 mmol; 110 mg) was added and the solution was allowed to reflux for 3 h. The solution was allowed to cool and the solution concentrated. The crude product was dissolved in 100 mL of CH2Cl2 and wa... Reactants: [OH-].[Na+] (sodium hydroxide), Cl.Cl.C(C1=CC=CC=C1)N1CC2CNCC(C1)O2 (3-Benzyl-9-oxa-3,7-diazabicyclo[3.3.1]nonane dihydrochloride), Cl.Cl.C(C1=CC=CC=C1)N1CC2CNCC(C1)O2 (3-Benzyl-9-oxa-3,7-diazabicyclo[3.3.1]nonane dihydrochloride). Run in C1(=CC=CC=C1)C (Toluene). Run at temperature 60 celsius, time 30 minute. Yields the product C(C1=CC=CC=C1)N1CC2CNCC(C1)O2 (3-Benzyl-9-oxa-3,7-diazabicyclo[3.3.1]nonane). As a reaction SMILES: Cl.Cl.[CH2:3]([N:10]1[CH2:17][CH:16]2[O:18][CH:12]([CH2:13][NH:14][CH2:15]2)[CH2:11]1)[C:4]1[CH:9]=[CH:8][CH:7]=[CH:6][CH:5]=1.[OH-].[Na+]>C1(C)C=CC=CC=1>[CH2:3]([N:10]1[CH2:17][CH:16]2[O:18][CH:12]([CH2:13][NH:14][CH2:15]2)[CH2:11]1)[C:4]1[CH:5]=[CH:6][CH:7]=[CH:8][CH:9]=1 |f:0.1.2,3.4|. Reported procedure: All volumes and equivalents are measured with respect to the amount of 3-benzyl-9-oxa-3,7-diazabicyclo[3.3.1]nonane dihydrochloride (see step (iv) above) used. Toluene (420 mL, 7 vols) and aqueous sodium hydroxide solution (2M, 420 mL, 7 vols, 4.0 eq) were added to 3-benzyl-9-oxa-3,7-diazabicyclo[3.3.1]nonane dihydrochloride (60.07 g, 206.03 mmole, 1.0 eq., see step (iv) above). The mixture was stirred under nitrogen, heated to 60° C. and held at this temperature for 30 minutes by which time two... Reactants: CC1(C)CC(=O)CC(=O)C1, O=C=NS(=O)(=O)c1ccc(Cl)cc1, c1ccccc1. The product is CC1(C)CC(=O)C(C(=O)NS(=O)(=O)c2ccc(Cl)cc2)C(=O)C1. As a reaction SMILES: [CH3:1][C:2]1([CH3:10])[CH2:3][C:4](=[O:9])[CH2:5][C:6](=[O:8])[CH2:7]1.[Cl:11][c:12]1[cH:13][cH:14][c:15]([S:18](=[O:19])(=[O:20])[N:21]=[C:22]=[O:23])[cH:16][cH:17]1.[cH:24]1[cH:25][cH:26][cH:27][cH:28][cH:29]1>>[CH3:1][C:2]1([CH3:10])[CH2:3][C:4](=[O:9])[CH:5]([C:22]([NH:21][S:18]([c:15]2[cH:14][cH:13][c:12]([Cl:11])[cH:17][cH:16]2)(=[O:19])=[O:20])=[O:23])[C:6](=[O:8])[CH2:7]1. Starting materials: COC1=C(C=CC=C1)C=1C=2N(C=CC1)N=C(N2)N (8-(2-Methoxy-phenyl)-[1,2,4]triazolo[1,5-a]pyridin-2-ylamine), BrC1=CC=C(C=C1)N1CCN(CC1)C (1-(4-Bromo-phenyl)-4-methyl-piperazine), C1(CCCCC1)P(C1=C(C=CC=C1)C1=C(C=CC=C1)P(C1CCCCC1)C1CCCCC1)C1CCCCC1 (2,2′-Bis-dicyclohexylphosphanyl-biphenyl). Yields the product COC1=C(C=CC=C1)C=1C=2N(C=CC1)N=C(N2)NC2=CC=C(C=C2)N2CCN(CC2)C ([8-(2-Methoxy-phenyl)-[1,2,4]triazolo[1,5-a]pyridin-2-yl]-[4-(4-methyl-piperazin-1-yl)-phenyl]-amine), foam. The yield is 49.0%. RXN SMILES: [CH3:1][O:2][C:3]1[CH:8]=[CH:7][CH:6]=[CH:5][C:4]=1[C:9]1[C:10]2[N:11]([N:15]=[C:16]([NH2:18])[N:17]=2)[CH:12]=[CH:13][CH:14]=1.Br[C:20]1[CH:25]=[CH:24][C:23]([N:26]2[CH2:31][CH2:30][N:29]([CH3:32])[CH2:28][CH2:27]2)=[CH:22][CH:21]=1.C1(P(C2CCCCC2)C2C=CC=CC=2C2C=CC=CC=2P(C2CCCCC2)C2CCCCC2)CCCCC1>>[CH3:1][O:2][C:3]1[CH:8]=[CH:7][CH:6]=[CH:5][C:4]=1[C:9]1[C:10]2[N:11]([N:15]=[C:16]([NH:18][C:20]3[CH:21]=[CH:22][C:23]([N:26]4[CH2:31][CH2:30][N:29]([CH3:32])[CH2:28][CH2:27]4)=[CH:24][CH:25]=3)[N:17]=2)[CH:12]=[CH:13][CH:14]=1. Procedure: [8-(2-Methoxy-phenyl)-[1,2,4]triazolo[1,5-a]pyridin-2-yl]-[4-(4-methyl-piperazin-1-yl)-phenyl]-amine was prepared from 8-(2-Methoxy-phenyl)-[1,2,4]triazolo[1,5-a]pyridin-2-ylamine (75.0 mg, 0.312 mmol) and 1-(4-Bromo-phenyl)-4-methyl-piperazine (90.0 mg, 0.353 mmol) with 2,2′-Bis-dicyclohexylphosphanyl-biphenyl (34.0 mg, 0.0622 mmol) as the ligand in a manner analogous to Step 2d. The title compound was isolated as a pale yellow foam (0.063 g, 49%). 1H NMR (400 MHz, CDCl3, δ, ppm): 8.39 (d, J=6.... Starting materials: C1COCCO1, CC#N, N#CCC1(n2cc(-c3ccnc(Cl)n3)cn2)CCN(C(=O)c2ccno2)CC1, O, Cc1ccc(S(=O)(=O)O)cc1, Nc1ccc(-n2cccn2)cc1. Product: N#CCC1(n2cc(-c3ccnc(Nc4ccc(-n5cccn5)cc4)n3)cn2)CCN(C(=O)c2ccno2)CC1. As a reaction SMILES: [CH2:52]1[O:53][CH2:54][CH2:55][O:56][CH2:57]1.[CH3:58][C:59]#[N:60].[Cl:1][c:2]1[n:3][cH:4][cH:5][c:6](-[c:8]2[cH:9][n:10][n:11]([C:13]3([CH2:26][C:27]#[N:28])[CH2:14][CH2:15][N:16]([C:19](=[O:20])[c:21]4[cH:22][cH:23][n:24][o:25]4)[CH2:17][CH2:18]3)[cH:12]2)[n:7]1.[OH2:61].[c:41]1([CH3:42])[cH:43][cH:44][c:45]([S:46]([OH:47])(=[O:48])=[O:49])[cH:50][cH:51]1.[n:29]1(-[c:34]2[cH:35][cH:36][c:37]([NH2:38])[cH:39][cH:40]2)[n:30][cH:31][cH:32][cH:33]1>>[c:2]1([NH:38][c:37]2[cH:36][cH:35][c:34](-[n:29]3[n:30][cH:31][cH:32][cH:33]3)[cH:40][cH:39]2)[n:3][cH:4][cH:5][c:6](-[c:8]2[cH:9][n:10][n:11]([C:13]3([CH2:26][C:27]#[N:28])[CH2:14][CH2:15][N:16]([C:19](=[O:20])[c:21]4[cH:22][cH:23][n:24][o:25]4)[CH2:17][CH2:18]3)[cH:12]2)[n:7]1. The reactants are FC(C(=O)O)(F)F (Trifluoroacetic acid), COC(=O)C(C1=C(C=C(C2=CC=CC=C12)[N+](=O)[O-])C(=O)OCC1=CC=C(C=C1)OC)C(=O)OC (4-methoxybenzyl 1-[di(methoxycarbonyl)methyl]-4-nitronaphthalene-2-carboxylate), C1(=CC=CC=C1)OC (anisole). Solvent: O (water). Run at temperature 20 celsius, time 10 minute. Yields the product COC(=O)C(C1=C(C=C(C2=CC=CC=C12)[N+](=O)[O-])C(=O)O)C(=O)OC (1-[di(methoxycarbonyl)-methyl]-4-nitronaphthalene-2-carboxylic acid). The yield is 93.1%. As a reaction SMILES: FC(F)(F)C(O)=O.[CH3:8][O:9][C:10]([CH:12]([C:38]([O:40][CH3:41])=[O:39])[C:13]1[C:22]2[C:17](=[CH:18][CH:19]=[CH:20][CH:21]=2)[C:16]([N+:23]([O-:25])=[O:24])=[CH:15][C:14]=1[C:26]([O:28]CC1C=CC(OC)=CC=1)=[O:27])=[O:11].C1(OC)C=CC=CC=1>O>[CH3:8][O:9][C:10]([CH:12]([C:38]([O:40][CH3:41])=[O:39])[C:13]1[C:22]2[C:17](=[CH:18][CH:19]=[CH:20][CH:21]=2)[C:16]([N+:23]([O-:25])=[O:24])=[CH:15][C:14]=1[C:26]([OH:28])=[O:27])=[O:11]. Procedure details: Trifluoroacetic acid (36 mL) was added in one portion to a mixture of 5 (9.20 g, 19.7 mmol) and anisole (12.16 g, 20 mmol), and the resulting solution was stirred at 20° C. for 10 min and then diluted with cold water (800 mL). The precipitated semi-solid was collected, dissolved in EtOAc and the solution was washed with water, dried (Na2SO4) and then concentrated under reduced pressure below 30° C. The residue was triturated with iPr2O to provide a crude product, which was recrystallised from Et... Reactants: compound, BrC1=CC(=C(C=C1)CO[Si](C1=CC=CC=C1)(C1=CC=CC=C1)C(C)(C)C)Cl (4-bromo-1-((tert-butyldiphenylsilyloxy)methyl)-2-chlorobenzene), C1(CCCCC1)CI (cyclohexylmethyl iodide). Yields the product [Si](C1=CC=CC=C1)(C1=CC=CC=C1)(C(C)(C)C)OCC1=C(C=C(C=C1)CC1CCCCC1)Cl (1-((tert-Butyldiphenylsilyloxy)methyl)-2-chloro-4-(cyclohexylmethyl)benzene). Reaction SMILES: Br[C:2]1[CH:7]=[CH:6][C:5]([CH2:8][O:9][Si:10]([C:23]([CH3:26])([CH3:25])[CH3:24])([C:17]2[CH:22]=[CH:21][CH:20]=[CH:19][CH:18]=2)[C:11]2[CH:16]=[CH:15][CH:14]=[CH:13][CH:12]=2)=[C:4]([Cl:27])[CH:3]=1.[CH:28]1([CH2:34]I)[CH2:33][CH2:32][CH2:31][CH2:30][CH2:29]1>>[Si:10]([O:9][CH2:8][C:5]1[CH:6]=[CH:7][C:2]([CH2:34][CH:28]2[CH2:33][CH2:32][CH2:31][CH2:30][CH2:29]2)=[CH:3][C:4]=1[Cl:27])([C:23]([CH3:26])([CH3:25])[CH3:24])([C:17]1[CH:22]=[CH:21][CH:20]=[CH:19][CH:18]=1)[C:11]1[CH:16]=[CH:15][CH:14]=[CH:13][CH:12]=1. Procedure details: In the same manner as in Preparation Example 70-2, the objective compound (797 mg, 56%) was obtained as a colorless oil from 4-bromo-1-((tert-butyldiphenylsilyloxy)methyl)-2-chlorobenzene and cyclohexylmethyl iodide.